The task is: describe an organic reaction: reactants, conditions, products, and yield. This data is from the Open Reaction Database (ORD), a public repository of structured organic reaction records. The product is C(C1=CC=CC=C1)(=O)NC=1C(=C(C(=O)OC)C=CC1)F (methyl 3-benzamido-2-fluorobenzoate). Yield: 86.9%. Run in C(Cl)Cl (methylene chloride). Conditions: time 8 hour. Starting materials: Cl.NC=1C(=C(C(=O)OC)C=CC1)F (Methyl 3-amino-2-fluorobenzoate hydrochloride), N1=CC=CC=C1 (pyridine), C(C1=CC=CC=C1)(=O)Cl (Benzoyl chloride). RXN SMILES: Cl.[NH2:2][C:3]1[C:4]([F:13])=[C:5]([CH:10]=[CH:11][CH:12]=1)[C:6]([O:8][CH3:9])=[O:7].N1C=CC=CC=1.[C:20](Cl)(=[O:27])[C:21]1[CH:26]=[CH:25][CH:24]=[CH:23][CH:22]=1>C(Cl)Cl>[C:20]([NH:2][C:3]1[C:4]([F:13])=[C:5]([CH:10]=[CH:11][CH:12]=1)[C:6]([O:8][CH3:9])=[O:7])(=[O:27])[C:21]1[CH:26]=[CH:25][CH:24]=[CH:23][CH:22]=1 |f:0.1|. Reported procedure: Methyl 3-amino-2-fluorobenzoate hydrochloride (7.77 g, 0.037 mol) was suspended in methylene chloride (100 ml), and pyridine (6.94 g, 0.085 mol) was added dropwise thereto. Benzoyl chloride (5.78 g, 0.041 mol) was added dropwise to this reaction mixture under cooling, and the mixture was agitated overnight at room temperature. After completion of the reaction, the reaction mixture was washed sequentially with a 1N hydrochloric acid, a saturated aqueous solution of sodium bicarbonate, and saturat... Reactants: NC=1C(N(C(N(C1N)CCC)=O)CCC)=O (5,6-diamino-1,3-dipropyluracil), O1CCOC2=C1C=CC(=C2)C=CC(=O)O (3-(1,4-benzodioxan-6-yl)acrylic acid). Yields the product O1CCOC2=C1C=CC(=C2)/C=C/C2=NC=1N(C(N(C(C1N2)=O)CCC)=O)CCC ((E)-8-[2-(1,4-Benzodioxan-6-yl)vinyl]-1,3-dipropyl-xanthine). Isolated yield 65.2%. As a reaction SMILES: [NH2:1][C:2]1[C:3](=[O:16])[N:4]([CH2:13][CH2:14][CH3:15])[C:5](=[O:12])[N:6]([CH2:9][CH2:10][CH3:11])[C:7]=1[NH2:8].[O:17]1[C:22]2[CH:23]=[CH:24][C:25]([CH:27]=[CH:28][C:29](O)=O)=[CH:26][C:21]=2[O:20][CH2:19][CH2:18]1>>[O:17]1[C:22]2[CH:23]=[CH:24][C:25](/[CH:27]=[CH:28]/[C:29]3[NH:1][C:2]4[C:3](=[O:16])[N:4]([CH2:13][CH2:14][CH3:15])[C:5](=[O:12])[N:6]([CH2:9][CH2:10][CH3:11])[C:7]=4[N:8]=3)=[CH:26][C:21]=2[O:20][CH2:19][CH2:18]1. Reported procedure: Substantially the same procedure as in Reference Example 1 was repeated using 1.35 g (5.96 mmol) of 5,6-diamino-1,3-dipropyluracil and 1.35 g (6.55 mmol) of 3-(1,4-benzodioxan-6-yl)acrylic acid. Then, the resultant crude crystals were recrystallized from ethanol/water to give 1.54 g (yield 65%) of Compound 16 as white needles.